From a dataset of the Open Reaction Database (ORD), a public repository of structured organic reaction records. describe an organic reaction: reactants, conditions, products, and yield The product is O=NN1CCCc2ccccc21. The reactants are c1ccc2c(c1)CCCN2, Cl, O=N[O-], [Na+], O. RXN SMILES: [CH2:1]1[CH2:2][NH:3][c:4]2[cH:5][cH:6][cH:7][cH:8][c:9]2[CH2:10]1.[ClH:11].[N:12](=[O:13])[O-:14].[Na+:15].[OH2:16]>>[CH2:1]1[CH2:2][N:3]([N:12]=[O:13])[c:4]2[cH:5][cH:6][cH:7][cH:8][c:9]2[CH2:10]1. The reactants are ClC1=NC=C(C=N1)Br (2-chloro-5-bromopyrimidine), OC1CCN(CC1)C1CCCC1 (4-hydroxy-1-cyclopentylpiperidine). The product is C1(CCCC1)N1CCC(CC1)OC1=NC=C(C=N1)Br (2-(1-cyclopentylpiperidin-4-yloxy)-5-bromopyrimidine). Reported procedure: According to the same reaction process as in Example 1-1) but using 2-chloro-5-bromopyrimidine and 4-hydroxy-1-cyclopentylpiperidine, the entitled compound was obtained. As a reaction SMILES: Cl[C:2]1[N:7]=[CH:6][C:5]([Br:8])=[CH:4][N:3]=1.[OH:9][CH:10]1[CH2:15][CH2:14][N:13]([CH:16]2[CH2:20][CH2:19][CH2:18][CH2:17]2)[CH2:12][CH2:11]1>>[CH:16]1([N:13]2[CH2:12][CH2:11][CH:10]([O:9][C:2]3[N:7]=[CH:6][C:5]([Br:8])=[CH:4][N:3]=3)[CH2:15][CH2:14]2)[CH2:20][CH2:19][CH2:18][CH2:17]1. The reactants are COC(=O)N[C@@H](C(=O)O)C1CCCCC1 ((R)-methoxycarbonylamino-cyclohexyl-acetic acid), Cl.C(C1=CC=CC=C1)OC([C@H]1NCCC1)=O ((L)-proline benzyl ester hydrochloride). The product is C(C1=CC=CC=C1)OC(=O)[C@H]1N(CCC1)C([C@@H](C1CCCCC1)NC(=O)OC)=O (1-[(R)-Methoxycarbonylamino-cyclohexyl-acetyl]-pyrrolidine-2-(S)-carboxylic acid benzyl ester). Isolated yield 50.5%. RXN SMILES: [CH3:1][O:2][C:3]([NH:5][C@H:6]([CH:10]1[CH2:15][CH2:14][CH2:13][CH2:12][CH2:11]1)[C:7]([OH:9])=O)=[O:4].Cl.[CH2:17]([O:24][C:25](=[O:31])[C@@H:26]1[CH2:30][CH2:29][CH2:28][NH:27]1)[C:18]1[CH:23]=[CH:22][CH:21]=[CH:20][CH:19]=1>>[CH2:17]([O:24][C:25]([C@@H:26]1[CH2:30][CH2:29][CH2:28][N:27]1[C:7](=[O:9])[C@H:6]([NH:5][C:3]([O:2][CH3:1])=[O:4])[CH:10]1[CH2:15][CH2:14][CH2:13][CH2:12][CH2:11]1)=[O:31])[C:18]1[CH:19]=[CH:20][CH:21]=[CH:22][CH:23]=1 |f:1.2|. Procedure details: Reaction of 1.24 g of (R)-methoxycarbonylamino-cyclohexyl-acetic acid and 1.40 g of (L)-proline benzyl ester hydrochloride using the procedure described for example 91b gave 1.17 g (50%) of the title compound as a colorless oil. (+)-APCI-MS: 403 (MH+). Reactants: C(CCC)[Li] (n-Butyl lithium), [Cl-].[NH4+] (ammonium chloride), BrC1=C(C=CC(=C1)C(OC)OC)F (2-Bromo-4-dimethoxymethyl-1-fluorobenzene), C(=O)N1CCOCC1 (N-Formylmorpholine). Solvent: CCCCCC (hexane), O (water), O1CCCC1 (tetrahydrofuran). Run at temperature -60 celsius, time 1 hour. The product is COC(C=1C=CC(=C(C=O)C1)F)OC (5-Dimethoxymethyl-2-fluorobenzaldehyde). The yield is 8.0%. RXN SMILES: Br[C:2]1[CH:7]=[C:6]([CH:8]([O:11][CH3:12])[O:9][CH3:10])[CH:5]=[CH:4][C:3]=1[F:13].C([Li])CCC.[CH:19](N1CCOCC1)=[O:20].[Cl-].[NH4+]>O1CCCC1.CCCCCC.O>[CH3:10][O:9][CH:8]([O:11][CH3:12])[C:6]1[CH:5]=[CH:4][C:3]([F:13])=[C:2]([CH:7]=1)[CH:19]=[O:20] |f:3.4|. Procedure details: 6.2 g of 2-Bromo-4-dimethoxymethyl-1-fluorobenzene was dissolved in 65 ml of tetrahydrofuran, and the solution was cooled to −60° C. under a nitrogen gas flow. 18 ml of 1.6M n-Butyl lithium in hexane was added dropwise and the mixture was stirred at −60° C. for 1 hour. 3.3 ml of N-Formylmorpholine was added thereto, and the reaction mixture was allowed to warm to room temperature. The mixture was stirred for 1 hour, then ice-cooled, and treated with water and ammonium chloride solution, then ext... Reactants: [F-].[K+] (potassium fluoride), tetrakistriphenylphosphine palladium, IC1(SC=CC1)C=1SC=CC1 (2-iodobithiophene), C(C)OP(=O)(OCC)C1=C(SC(=C1)[Sn](CCCC)(CCCC)CCCC)C=1SC(=CC1P(=O)(OCC)OCC)[Sn](CCCC)(CCCC)CCCC (3,3′-bis(diethoxyphosphoryl)-5,5′-bis(tributylstannyl)-[2,2′]-bithiophene). Run in CN(C)C=O (DMF). Product: C(C)OP(=O)(OCC)C1=C(SC(=C1)C=1SC(=CC1)C=1SC=CC1)C1=C(C=C(S1)C1=CC=C(S1)C=1SC=CC1)P(=O)(OCC)OCC (3″′,4″-bis(diethoxyphosphoryl)-[2,2′;5′,2″;5″,2″′;5″′,2″″;5″″,2″″′]-sexithiophene). Yield: 42.0%. As a reaction SMILES: I[C:2]1([C:7]2[S:8][CH:9]=[CH:10][CH:11]=2)[CH2:6][CH:5]=[CH:4][S:3]1.[CH2:12]([O:14][P:15]([C:20]1[CH:24]=[C:23]([Sn](CCCC)(CCCC)CCCC)[S:22][C:21]=1[C:38]1[S:39][C:40]([Sn](CCCC)(CCCC)CCCC)=[CH:41][C:42]=1[P:43]([O:48][CH2:49][CH3:50])([O:45][CH2:46][CH3:47])=[O:44])([O:17][CH2:18][CH3:19])=[O:16])[CH3:13].[F-].[K+]>CN(C=O)C>[CH2:46]([O:45][P:43]([C:42]1[CH:41]=[C:40]([C:4]2[S:3][C:2]([C:7]3[S:8][CH:9]=[CH:10][CH:11]=3)=[CH:6][CH:5]=2)[S:39][C:38]=1[C:21]1[S:22][C:23]([C:4]2[S:3][C:2]([C:7]3[S:8][CH:9]=[CH:10][CH:11]=3)=[CH:6][CH:5]=2)=[CH:24][C:20]=1[P:15]([O:17][CH2:18][CH3:19])([O:14][CH2:12][CH3:13])=[O:16])([O:48][CH2:49][CH3:50])=[O:44])[CH3:47] |f:2.3|. Procedure: At room temperature, 0.0065 g (0.0056 mmols) of commercially available tetrakistriphenylphosphine palladium and 0.0818 g (0.28 mmols) of 2-iodobithiophene were dissolved in DMF. Thereafter, 0.1345 g (0.14 mmols) of 3,3′-bis(diethoxyphosphoryl)-5,5′-bis(tributylstannyl)-[2,2′]-bithiophene was added at room temperature. The reaction mixture was heated and stirred under reflux for 5 hours. After the reaction, the reaction mixture was cooled down to room temperature, to which a potassium fluoride aq... Reaction SMILES: [Br:1][c:2]1[c:3]([NH2:4])[cH:5][cH:6][cH:7][c:8]1[F:9].[C:10]([CH2:11][CH2:12][CH3:13])(=[O:14])[Cl:15].[Cl:23][CH2:24][Cl:25].[OH2:22].[cH:16]1[cH:17][cH:18][n:19][cH:20][cH:21]1>>[Br:1][c:2]1[c:3]([NH:4][C:10]([CH2:11][CH2:12][CH3:13])=[O:14])[cH:5][cH:6][cH:7][c:8]1[F:9]. Yields the product CCCC(=O)Nc1cccc(F)c1Br. Starting materials: Nc1cccc(F)c1Br, CCCC(=O)Cl, ClCCl, O, c1ccncc1.